The task is: describe an organic reaction: reactants, conditions, products, and yield. This data is from the Open Reaction Database (ORD), a public repository of structured organic reaction records. The reactants are CCOC(=O)c1cc(-c2ccc(OCc3ccccc3)cc2)nn1Cc1ccccc1, CO, [K+], [OH-]. Yields the product O=C(O)c1cc(-c2ccc(OCc3ccccc3)cc2)nn1Cc1ccccc1. RXN SMILES: [CH2:1]([c:2]1[cH:3][cH:4][cH:5][cH:6][cH:7]1)[n:8]1[n:9][c:10](-[c:18]2[cH:19][cH:20][c:21]([O:24][CH2:25][c:26]3[cH:27][cH:28][cH:29][cH:30][cH:31]3)[cH:22][cH:23]2)[cH:11][c:12]1[C:13](=[O:14])[O:15][CH2:16][CH3:17].[CH3:34][OH:35].[K+:33].[OH-:32]>>[CH2:1]([c:2]1[cH:3][cH:4][cH:5][cH:6][cH:7]1)[n:8]1[n:9][c:10](-[c:18]2[cH:19][cH:20][c:21]([O:24][CH2:25][c:26]3[cH:27][cH:28][cH:29][cH:30][cH:31]3)[cH:22][cH:23]2)[cH:11][c:12]1[C:13](=[O:14])[OH:15]. Reactants: ClC=1C=C2C(=CNC2=CC1)CCNC(C1=C(C=CC=C1)I)=O (N-(2-(5-chloro-1H-indol-3-yl)ethyl)-2-iodobenzamide), N1N=CC=C1 (1H-pyrazole), C([O-])([O-])=O.[K+].[K+] (potassium carbonate). The reagents and catalysts are [Cu]I (copper (I) iodide). Solvent: CC(C)O (2-propanol). Yields the product ClC=1C=C2C(=CNC2=CC1)CCNC(C1=C(C=CC=C1)N1N=CC=C1)=O (N-(2-(5-Chloro-1H-indol-3-yl)ethyl)-2-(1H-pyrazol-1-yl)benzamide). Isolated yield 40.8%. RXN SMILES: [Cl:1][C:2]1[CH:3]=[C:4]2[C:8](=[CH:9][CH:10]=1)[NH:7][CH:6]=[C:5]2[CH2:11][CH2:12][NH:13][C:14](=[O:22])[C:15]1[CH:20]=[CH:19][CH:18]=[CH:17][C:16]=1I.[NH:23]1[CH:27]=[CH:26][CH:25]=[N:24]1.C(=O)([O-])[O-].[K+].[K+]>CC(O)C.[Cu]I>[Cl:1][C:2]1[CH:3]=[C:4]2[C:8](=[CH:9][CH:10]=1)[NH:7][CH:6]=[C:5]2[CH2:11][CH2:12][NH:13][C:14](=[O:22])[C:15]1[CH:20]=[CH:19][CH:18]=[CH:17][C:16]=1[N:23]1[CH:27]=[CH:26][CH:25]=[N:24]1 |f:2.3.4|. Procedure: A mixture of N-(2-(5-chloro-1H-indol-3-yl)ethyl)-2-iodobenzamide (0.080 g; 0.188 mmol), 1H-pyrazole (0.065 g; 0.942 mmol), copper (I) iodide (0.0036 g; 0.002 mmol), and potassium carbonate (0.032 g; 0.226 mmol) in 2-propanol (3 ml) was irradiated in a microwave oven microwave for 20 minutes at 150° C. The volatiles were removed under reduced pressure and the residue was partitioned between water and ethyl acetate. The aqueous layer was then extracted several times with ethyl acetate. The combine...